This data is from the Open Reaction Database (ORD), a public repository of structured organic reaction records. The task is: describe an organic reaction: reactants, conditions, products, and yield Run at temperature 40 celsius, time 4 hour. Starting materials: CC1=CC=C(COC2=C(C=O)C=CC=C2)C=C1 (2-(4-methylbenzyloxy)-benzaldehyde), C(CC(=O)C)(=O)OC (methyl acetoacetate), N1CCCCC1 (piperidine), C(C)(=O)O (acetic acid). Run in C(C)(C)O (isopropanol), C(C)(C)O (isopropanol). Reaction SMILES: [CH3:1][C:2]1[CH:17]=[CH:16][C:5]([CH2:6][O:7][C:8]2[CH:15]=[CH:14][CH:13]=[CH:12][C:9]=2[CH:10]=O)=[CH:4][CH:3]=1.[C:18]([O:24][CH3:25])(=[O:23])[CH2:19][C:20]([CH3:22])=[O:21].N1CCCCC1.C(O)(=O)C>C(O)(C)C>[C:20]([C:19](=[CH:10][C:9]1[CH:12]=[CH:13][CH:14]=[CH:15][C:8]=1[O:7][CH2:6][C:5]1[CH:16]=[CH:17][C:2]([CH3:1])=[CH:3][CH:4]=1)[C:18]([O:24][CH3:25])=[O:23])(=[O:21])[CH3:22]. Procedure: 25 g (110.6 millimols) of 2-(4-methylbenzyloxy)-benzaldehyde were stirred with 11.9 ml (110.6 millimols) of methyl acetoacetate in 66 ml of isopropanol, and a freshly prepared solution of 0.64 ml of piperidine and 0.38 ml of glacial acetic acid in 5.5 ml of isopropanol was added. The mixture was stirred for 1 hour at 60° C. and for 4 hours at 40° C., and was cooled and concentrated. The residue from evaporation was dissolved in ether, and the solution was washed successively with approx. 100 ml ... Product: C(C)(=O)C(C(=O)OC)=CC1=C(C=CC=C1)OCC1=CC=C(C=C1)C (methyl α-acetyl-2-(4-methylbenzyloxy)-cinnamate). The reactants are C(=O)(Cl)Cl (phosgene), C(NN)(=O)OC1=CC=CC=C1 (phenyl carbazate), C(NN)(=O)OCC (ethyl carbazate). Run in ClCCl (dichloromethane). Product: O(C1=CC=CC=C1)C(=O)NNC(=O)Cl (2-Phenoxycarbonylhydrazinecarbonyl chloride), solid. Yield: 54.0%. Reaction SMILES: [C:1]([O:5][C:6]1[CH:11]=[CH:10][CH:9]=[CH:8][CH:7]=1)(=[O:4])[NH:2][NH2:3].C(OCC)(=O)NN.[C:19](Cl)([Cl:21])=[O:20]>ClCCl>[O:5]([C:1]([NH:2][NH:3][C:19]([Cl:21])=[O:20])=[O:4])[C:6]1[CH:7]=[CH:8][CH:9]=[CH:10][CH:11]=1. Procedure: Example 1 was repeated but substituting phenyl carbazate (77.3, 0.57 mole) for the ethyl carbazate and using phosgene (50 ml, 0.7 mole) in dry dichloromethane. 2-Phenoxycarbonylhydrazinecarbonyl chloride was isolated as impure solid (42 g, 54%) mp 76°-80° C. decomp., whose ir spectrum was consistent with the named compound being the major component.